From a dataset of the Open Reaction Database (ORD), a public repository of structured organic reaction records. describe an organic reaction: reactants, conditions, products, and yield The reactants are [NH4+].[Cl-] (NH4Cl), [NH4+].[OH-] (NH4OH), F[C@H]1C[C@@H](N(C1)C1=CC=2N(C=C1)N=CC2C(=O)O)C2=CC(=CC=C2)F (5-((2R,4S)-4-fluoro-2-(3-fluorophenyl)pyrrolidin-1-yl)pyrazolo[1,5-a]pyridine-3-carboxylic acid), CCN(C(C)C)C(C)C (DIEA), C=1C=CC(=CC1)P(=O)(C=2C=CC=CC2)N=[N+]=[N-] (DPPA). Solvent: C1CCOC1 (THF). Conditions: time 8 hour. Yields the product F[C@H]1C[C@@H](N(C1)C1=CC=2N(C=C1)N=CC2NC(=O)N)C2=CC(=CC=C2)F (1-(5-((2R,4S)-4-fluoro-2-(3-fluorophenyl)pyrrolidin-1-yl)pyrazolo[1,5-a]pyridin-3-yl)urea). As a reaction SMILES: [F:1][C@@H:2]1[CH2:6][N:5]([C:7]2[CH:12]=[CH:11][N:10]3[N:13]=[CH:14][C:15](C(O)=O)=[C:9]3[CH:8]=2)[C@@H:4]([C:19]2[CH:24]=[CH:23][CH:22]=[C:21]([F:25])[CH:20]=2)[CH2:3]1.CC[N:28]([CH:32](C)C)C(C)C.C1C=CC(P(N=[N+]=[N-])(C2C=CC=CC=2)=O)=CC=1.[NH4+:52].[Cl-].[NH4+].[OH-:55]>C1COCC1>[F:1][C@@H:2]1[CH2:6][N:5]([C:7]2[CH:12]=[CH:11][N:10]3[N:13]=[CH:14][C:15]([NH:52][C:32]([NH2:28])=[O:55])=[C:9]3[CH:8]=2)[C@@H:4]([C:19]2[CH:24]=[CH:23][CH:22]=[C:21]([F:25])[CH:20]=2)[CH2:3]1 |f:3.4,5.6|. Reported procedure: To a solution of 5-((2R,4S)-4-fluoro-2-(3-fluorophenyl)pyrrolidin-1-yl)pyrazolo[1,5-a]pyridine-3-carboxylic acid (X-3) (50 mg, 0.15 mmol) and DIEA (0.052 mL, 0.30 mmol) in THF (0.75 mL) under N2 was added DPPA (0.035 mL, 0.17 mmol) and the reaction was stirred overnight at room temperature. NH4Cl (42 mg, 0.73 mmol) and NH4OH were added to the reaction and the mixture was heated to 65° C. overnight. Upon cooling to room temperature the reaction was concentrated, taken up in MeOH and filtered. The... Reactants: C(#N)C1=C(C=CC=C1)C=1C(N(C=C(C1)C1=NC=CC=C1)C1=CC(=CC=C1)C(=O)OC)=O (3-(2-Cyanophenyl)-5-(2-pyridyl)-1-(3-methoxycarbonylphenyl)-1,2-dihydropyridin-2-one), methanolic solution, CN (methylamine). Product: C(#N)C1=C(C=CC=C1)C=1C(N(C=C(C1)C1=NC=CC=C1)C1=CC(=CC=C1)C(=O)NC)=O (3-(2-Cyanophenyl)-5-(2-pyridyl)-1-(3-methylaminocarbonylphenyl)-1,2-dihydropyridin-2-one). Reaction SMILES: [C:1]([C:3]1[CH:8]=[CH:7][CH:6]=[CH:5][C:4]=1[C:9]1[C:10](=[O:31])[N:11]([C:21]2[CH:26]=[CH:25][CH:24]=[C:23]([C:27]([O:29]C)=O)[CH:22]=2)[CH:12]=[C:13]([C:15]2[CH:20]=[CH:19][CH:18]=[CH:17][N:16]=2)[CH:14]=1)#[N:2].[CH3:32][NH2:33]>>[C:1]([C:3]1[CH:8]=[CH:7][CH:6]=[CH:5][C:4]=1[C:9]1[C:10](=[O:31])[N:11]([C:21]2[CH:26]=[CH:25][CH:24]=[C:23]([C:27]([NH:33][CH3:32])=[O:29])[CH:22]=2)[CH:12]=[C:13]([C:15]2[CH:20]=[CH:19][CH:18]=[CH:17][N:16]=2)[CH:14]=1)#[N:2]. Reported procedure: 3-(2-Cyanophenyl)-5-(2-pyridyl)-1-(3-methoxycarbonylphenyl)-1,2-dihydropyridin-2-one (10 mg) was added to 6 ml of a 40% methanolic solution of methylamine followed by stirring at room temperature for one night. The reaction solution was concentrated in vacuo to give 10 mg of the title compound as a pale yellow solid.